From a dataset of the Open Reaction Database (ORD), a public repository of structured organic reaction records. describe an organic reaction: reactants, conditions, products, and yield Starting materials: N(=O)[O-].[Na+] (sodium nitrite), NC=1C=C2C(=NC1)C[C@@]1(C(NC3=NC=CC=C31)=O)C2 ((6S)-3-amino-5,7-dihydrospiro[cyclopenta[b]pyridine-6,3′-pyrrolo[2,3-b]pyridin]-2′(1′H)-one), [OH-].[Na+] (NaOH), II (Iodine), S(=S)(=O)([O-])[O-].[Na+].[Na+] (sodium thiosulfate), C1(=CC=C(C=C1)S(=O)(=O)O)C (p-toluenesulfonic acid), [I-].[K+] (potassium iodide). Run in O (water), O (water), C(C)#N (acetonitrile), O (water). Run at time 30 minute. The product is IC=1C=C2C(=NC1)C[C@@]1(C(NC3=NC=CC=C31)=O)C2 ((6S)-3-Iodo-5,7-dihydrospiro[cyclopenta[b]pyridine-6,3′-pyrrolo[2,3-b]pyridin]-2′ (1′H)-one). RXN SMILES: N([O-])=O.[Na+].N[C:6]1[CH:7]=[C:8]2[CH2:23][C@@:13]3([C:21]4[C:16](=[N:17][CH:18]=[CH:19][CH:20]=4)[NH:15][C:14]3=[O:22])[CH2:12][C:9]2=[N:10][CH:11]=1.C1(C)C=CC(S(O)(=O)=O)=CC=1.[I-:35].[K+].[OH-].[Na+].II.S([O-])([O-])(=O)=S.[Na+].[Na+]>O.C(#N)C>[I:35][C:6]1[CH:7]=[C:8]2[CH2:23][C@@:13]3([C:21]4[C:16](=[N:17][CH:18]=[CH:19][CH:20]=4)[NH:15][C:14]3=[O:22])[CH2:12][C:9]2=[N:10][CH:11]=1 |f:0.1,4.5,6.7,9.10.11|. Procedure details: A solution of sodium nitrite (36.1 g, 523 mmol) in water (20 mL) was added dropwise over 5 min to a solution of (6S)-3-amino-5,7-dihydrospiro[cyclopenta[b]pyridine-6,3′-pyrrolo[2,3-b]pyridin]-2′(1′H)-one (prepared according to the procedures described in WO2008/020902, 66.0 g, 262 mmol) and p-toluenesulfonic acid (149 g, 785 mmol) in acetonitrile (650 mL) at 23° C. After stirring for 30 min, a solution of potassium iodide (109 g, 654 mmol) in water (20 mL) was added over 5 min. The resulting mix... Reactants: FC(C(=O)O)(F)F.N(C(=N)N)C1=CC=C(C(=O)OC=2C=C(C=CC2)C2=NOC(C2)(CC(=O)O)CC(=O)O)C=C1 (2,2′-(3-(3-((4-Carbamimidamidobenzoyl)oxy)phenyl)-4,5-dihydro-1,2-oxazole-5,5-diyl)diacetic acid trifluoroacetate), C(C)(=O)[O-].[NH4+] (ammonium acetate). Run in O (water), O (water). Conditions: time 1 hour. Yields the product N(C(=N)N)C1=CC=C(C(=O)OC=2C=C(C=CC2)C2=NOC(C2)(CC(=O)O)CC(=O)O)C=C1 (2,2′-(3-(3-((4-Carbamimidamidobenzoyl)oxy)phenyl)-4,5-dihydro-1,2-oxazole-5,5-diyl)diacetic acid). Isolated yield 87.4%. As a reaction SMILES: FC(F)(F)C(O)=O.[NH:8]([C:12]1[CH:39]=[CH:38][C:15]([C:16]([O:18][C:19]2[CH:20]=[C:21]([C:25]3[CH2:29][C:28]([CH2:34][C:35]([OH:37])=[O:36])([CH2:30][C:31]([OH:33])=[O:32])[O:27][N:26]=3)[CH:22]=[CH:23][CH:24]=2)=[O:17])=[CH:14][CH:13]=1)[C:9]([NH2:11])=[NH:10].C([O-])(=O)C.[NH4+]>O>[NH:8]([C:12]1[CH:13]=[CH:14][C:15]([C:16]([O:18][C:19]2[CH:20]=[C:21]([C:25]3[CH2:29][C:28]([CH2:34][C:35]([OH:37])=[O:36])([CH2:30][C:31]([OH:33])=[O:32])[O:27][N:26]=3)[CH:22]=[CH:23][CH:24]=2)=[O:17])=[CH:38][CH:39]=1)[C:9]([NH2:11])=[NH:10] |f:0.1,2.3|. Procedure details: 2,2′-(3-(3-((4-Carbamimidamidobenzoyl)oxy)phenyl)-4,5-dihydro-1,2-oxazole-5,5-diyl)diacetic acid trifluoroacetate (40.9 mg) was suspended in water (1 mL), and an aqueous solution prepared from ammonium acetate (17.06 mg) and water (1 mL) was added to the suspension at room temperature. The obtained mixture was stirred at room temperature for 1 hour, and then, the solid was collected by filtration and washed with water and acetone to obtain the title compound (28.4 mg). Reactants: C1CCOC1, CCO, [K+], [OH-], Cc1ccc(S(=O)(=O)n2cc(C3OC(COCc4ccccc4)C(OCc4ccccc4)C(OCc4ccccc4)C3OCc3ccccc3)c3ccccc32)cc1. RXN SMILES: [CH2:64]1[O:65][CH2:66][CH2:67][CH2:68]1.[CH3:61][CH2:62][OH:63].[K+:60].[OH-:59].[S:1]([c:2]1[cH:3][cH:4][c:5]([CH3:6])[cH:7][cH:8]1)(=[O:9])(=[O:10])[n:11]1[cH:12][c:13]([CH:20]2[O:21][CH:22]([CH2:50][O:51][CH2:52][c:53]3[cH:54][cH:55][cH:56][cH:57][cH:58]3)[CH:23]([O:42][CH2:43][c:44]3[cH:45][cH:46][cH:47][cH:48][cH:49]3)[CH:24]([O:34][CH2:35][c:36]3[cH:37][cH:38][cH:39][cH:40][cH:41]3)[CH:25]2[O:26][CH2:27][c:28]2[cH:29][cH:30][cH:31][cH:32][cH:33]2)[c:14]2[cH:15][cH:16][cH:17][cH:18][c:19]12>>[nH:11]1[cH:12][c:13]([CH:20]2[O:21][CH:22]([CH2:50][O:51][CH2:52][c:53]3[cH:54][cH:55][cH:56][cH:57][cH:58]3)[CH:23]([O:42][CH2:43][c:44]3[cH:45][cH:46][cH:47][cH:48][cH:49]3)[CH:24]([O:34][CH2:35][c:36]3[cH:37][cH:38][cH:39][cH:40][cH:41]3)[CH:25]2[O:26][CH2:27][c:28]2[cH:29][cH:30][cH:31][cH:32][cH:33]2)[c:14]2[cH:15][cH:16][cH:17][cH:18][c:19]12. Yields the product c1ccc(COCC2OC(c3c[nH]c4ccccc34)C(OCc3ccccc3)C(OCc3ccccc3)C2OCc2ccccc2)cc1.